This data is from the Open Reaction Database (ORD), a public repository of structured organic reaction records. The task is: describe an organic reaction: reactants, conditions, products, and yield The reactants are Cc1ccccc1, CC(C)C(CO)Nc1cc(C(F)(F)F)c(C#N)c(Cl)n1, Cc1ccc(S(=O)(=O)O)cc1, O=Cc1ccccn1. Yields the product CC(C)C1COC(c2ccccn2)N1c1cc(C(F)(F)F)c(C#N)c(Cl)n1. Reaction SMILES: [CH3:40][c:41]1[cH:42][cH:43][cH:44][cH:45][cH:46]1.[Cl:9][c:10]1[n:11][c:12]([NH:22][CH:23]([CH:24]([CH3:25])[CH3:26])[CH2:27][OH:28])[cH:13][c:14]([C:18]([F:19])([F:20])[F:21])[c:15]1[C:16]#[N:17].[c:29]1([CH3:30])[cH:31][cH:32][c:33]([S:34]([OH:35])(=[O:36])=[O:37])[cH:38][cH:39]1.[n:1]1[c:2]([CH:7]=[O:8])[cH:3][cH:4][cH:5][cH:6]1>>[n:1]1[c:2]([CH:7]2[O:8][CH2:27][CH:23]([CH:24]([CH3:25])[CH3:26])[N:22]2[c:12]2[n:11][c:10]([Cl:9])[c:15]([C:16]#[N:17])[c:14]([C:18]([F:19])([F:20])[F:21])[cH:13]2)[cH:3][cH:4][cH:5][cH:6]1.